The task is: describe an organic reaction: reactants, conditions, products, and yield. This data is from the Open Reaction Database (ORD), a public repository of structured organic reaction records. Reactants: COc1cccc(Nc2c(C(N)=O)cnc3c(C)cc(S(=O)(=O)c4cccc(C(=O)NCCCCCCCCNCC(O[Si](C)(C)C(C)(C)C)c5ccc(O)c6[nH]c(=O)ccc56)c4)cc23)c1, COc1cccc(Nc2c(C(N)=O)cnc3c(C)cc(S(=O)(=O)c4cccc(CN(C)C(=O)c5cccc(CC(C)=O)c5)c4)cc23)c1, NCC(O)c1ccc(O)c2[nH]c(=O)ccc12. Yields the product COc1cccc(Nc2c(C(N)=O)cnc3c(C)cc(S(=O)(=O)c4cccc(CN(C)C(=O)c5cccc(CC(C)NCC(O)c6ccc(O)c7[nH]c(=O)ccc67)c5)c4)cc23)c1. RXN SMILES: [C:1]([Si:2]([CH3:3])([CH3:4])[O:5][CH:6]([c:7]1[cH:8][cH:9][c:10]([OH:11])[c:12]2[c:13]1[cH:14][cH:15][c:16](=[O:17])[nH:18]2)[CH2:19][NH:20][CH2:21][CH2:22][CH2:23][CH2:24][CH2:25][CH2:26][CH2:27][CH2:28][NH:29][C:30]([c:31]1[cH:32][c:33]([S:34]([c:35]2[cH:36][c:37]3[c:38]([c:39]([CH3:40])[cH:41]2)[n:42][cH:43][c:44]([C:45]([NH2:46])=[O:47])[c:48]3[NH:49][c:50]2[cH:51][cH:52][cH:53][c:54]([O:55][CH3:56])[cH:57]2)(=[O:58])=[O:59])[cH:60][cH:61][cH:62]1)=[O:63])([CH3:64])([CH3:65])[CH3:66].[CH3:83][O:84][c:85]1[cH:86][c:87]([NH:91][c:92]2[c:93]([C:127](=[O:128])[NH2:129])[cH:94][n:95][c:96]3[c:97]([CH3:126])[cH:98][c:99]([S:102](=[O:103])(=[O:104])[c:105]4[cH:106][c:107]([CH2:111][N:112]([CH3:113])[C:114](=[O:115])[c:116]5[cH:117][c:118]([CH2:122][C:123]([CH3:124])=[O:125])[cH:119][cH:120][cH:121]5)[cH:108][cH:109][cH:110]4)[cH:100][c:101]23)[cH:88][cH:89][cH:90]1.[NH2:67][CH2:68][CH:69]([OH:70])[c:71]1[c:72]2[cH:73][cH:74][c:75](=[O:82])[nH:76][c:77]2[c:78]([OH:81])[cH:79][cH:80]1>>[NH:67]([CH2:68][CH:69]([OH:70])[c:71]1[c:72]2[cH:73][cH:74][c:75](=[O:82])[nH:76][c:77]2[c:78]([OH:81])[cH:79][cH:80]1)[CH:123]([CH2:122][c:118]1[cH:117][c:116]([C:114]([N:112]([CH2:111][c:107]2[cH:106][c:105]([S:102]([c:99]3[cH:98][c:97]([CH3:126])[c:96]4[n:95][cH:94][c:93]([C:127](=[O:128])[NH2:129])[c:92]([NH:91][c:87]5[cH:86][c:85]([O:84][CH3:83])[cH:90][cH:89][cH:88]5)[c:101]4[cH:100]3)(=[O:103])=[O:104])[cH:110][cH:109][cH:108]2)[CH3:113])=[O:115])[cH:121][cH:120][cH:119]1)[CH3:124]. Reactants: C=O, CN1CCNCC1, CO, O=C1Nc2ccccc2C12COc1cc3c(cc12)OCO3. The product is CN1CCN(CN2C(=O)C3(COc4cc5c(cc43)OCO5)c3ccccc32)CC1. As a reaction SMILES: [CH2:29]=[O:30].[CH3:22][N:23]1[CH2:24][CH2:25][NH:26][CH2:27][CH2:28]1.[CH3:31][OH:32].[NH:1]1[C:2](=[O:21])[C:3]2([CH2:4][O:5][c:6]3[c:7]2[cH:8][c:9]2[c:10]([cH:14]3)[O:11][CH2:12][O:13]2)[c:15]2[cH:16][cH:17][cH:18][cH:19][c:20]21>>[N:1]1([CH2:29][N:26]2[CH2:25][CH2:24][N:23]([CH3:22])[CH2:28][CH2:27]2)[C:2](=[O:21])[C:3]2([CH2:4][O:5][c:6]3[c:7]2[cH:8][c:9]2[c:10]([cH:14]3)[O:11][CH2:12][O:13]2)[c:15]2[cH:16][cH:17][cH:18][cH:19][c:20]21. Reactants: CCN=C=O, C1CCOC1, COc1c2c(c(OC)c(OC)c1OC)CC(CCCCCCCCO)C2, c1ccncc1. Yields the product CCNC(=O)OCCCCCCCCC1Cc2c(c(OC)c(OC)c(OC)c2OC)C1. RXN SMILES: [CH2:27]([CH3:28])[N:29]=[C:30]=[O:31].[CH2:38]1[O:39][CH2:40][CH2:41][CH2:42]1.[CH3:1][O:2][c:3]1[c:4]2[c:8]([c:9]([O:16][CH3:17])[c:10]([O:14][CH3:15])[c:11]1[O:12][CH3:13])[CH2:7][CH:6]([CH2:18][CH2:19][CH2:20][CH2:21][CH2:22][CH2:23][CH2:24][CH2:25][OH:26])[CH2:5]2.[cH:32]1[cH:33][cH:34][n:35][cH:36][cH:37]1>>[CH3:1][O:2][c:3]1[c:4]2[c:8]([c:9]([O:16][CH3:17])[c:10]([O:14][CH3:15])[c:11]1[O:12][CH3:13])[CH2:7][CH:6]([CH2:18][CH2:19][CH2:20][CH2:21][CH2:22][CH2:23][CH2:24][CH2:25][O:26][C:30]([NH:29][CH2:27][CH3:28])=[O:31])[CH2:5]2. Starting materials: COCC#Cc1nc(C(F)(F)F)ccc1C=CC(=O)O, Cl, C#Cc1cc(CN)cc(F)c1NS(C)(=O)=O. The product is C#Cc1cc(CNC(=O)C=Cc2ccc(C(F)(F)F)nc2C#CCOC)cc(F)c1NS(C)(=O)=O. RXN SMILES: [CH3:18][O:19][CH2:20][C:21]#[C:22][c:23]1[n:24][c:25]([C:34]([F:35])([F:36])[F:37])[cH:26][cH:27][c:28]1[CH:29]=[CH:30][C:31](=[O:32])[OH:33].[ClH:17].[NH2:1][CH2:2][c:3]1[cH:4][c:5]([C:15]#[CH:16])[c:6]([NH:10][S:11](=[O:12])(=[O:13])[CH3:14])[c:7]([F:9])[cH:8]1>>[NH:1]([CH2:2][c:3]1[cH:4][c:5]([C:15]#[CH:16])[c:6]([NH:10][S:11](=[O:12])(=[O:13])[CH3:14])[c:7]([F:9])[cH:8]1)[C:31]([CH:30]=[CH:29][c:28]1[c:23]([C:22]#[C:21][CH2:20][O:19][CH3:18])[n:24][c:25]([C:34]([F:35])([F:36])[F:37])[cH:26][cH:27]1)=[O:32]. Yields the product CN(CCCCNC1=C(C=CC=C1)S(=O)(=O)NC1=CC=C2C3C(COC2=C1C(=O)O)C3)C ((1aRS,7bSR)-5-[2-(4-Dimethylaminobutylamino)benzenesulfonyl-amino]-1,1a,2,7b-tetrahydrocyclopropa[c]chromene-4-carboxylic acid). RXN SMILES: F[C:2]1[CH:7]=[CH:6][CH:5]=[CH:4][C:3]=1[S:8]([NH:11][C:12]1[C:21]([C:22]([OH:24])=[O:23])=[C:20]2[C:15]([CH:16]3[CH2:25][CH:17]3[CH2:18][O:19]2)=[CH:14][CH:13]=1)(=[O:10])=[O:9].[CH3:26][N:27]([CH3:33])[CH2:28][CH2:29][CH2:30][CH2:31][NH2:32]>>[CH3:26][N:27]([CH3:33])[CH2:28][CH2:29][CH2:30][CH2:31][NH:32][C:2]1[CH:7]=[CH:6][CH:5]=[CH:4][C:3]=1[S:8]([NH:11][C:12]1[C:21]([C:22]([OH:24])=[O:23])=[C:20]2[C:15]([CH:16]3[CH2:25][CH:17]3[CH2:18][O:19]2)=[CH:14][CH:13]=1)(=[O:10])=[O:9]. Procedure details: Prepared by proceeding in a similar manner to Example 26, starting from (1aRS,7bSR)-5-(2-fluorobenzenesulfonylamino)-1,1a,2,7b-tetrahydrocyclopropa[c]chromene-4-carboxylic acid (Intermediate 67) and 4-dimethylaminobutylamine. Reactants: FC1=C(C=CC=C1)S(=O)(=O)NC1=CC=C2C3C(COC2=C1C(=O)O)C3 ((1aRS,7bSR)-5-(2-fluorobenzenesulfonylamino)-1,1a,2,7b-tetrahydrocyclopropa-[c]chromene-4-carboxylic acid), FC1=C(C=CC=C1)S(=O)(=O)NC1=CC=C2C3C(COC2=C1C(=O)O)C3 ((1aRS,7bSR)-5-(2-fluorobenzenesulfonylamino)-1,1a,2,7b-tetrahydrocyclopropa-[c]chromene-4-carboxylic acid), CN(CCCCN)C (4-dimethylaminobutylamine). Reactants: [Br-], C1CCOC1, C[Mg+], CCO, O=Cc1cccc(OCc2ccc3ccc(Cl)cc3n2)c1. Yields the product CC(=O)c1cccc(OCc2ccc3ccc(Cl)cc3n2)c1. As a reaction SMILES: [Br-:22].[CH2:28]1[O:29][CH2:30][CH2:31][CH2:32]1.[CH3:23][Mg+:24].[CH3:25][CH2:26][OH:27].[Cl:1][c:2]1[cH:3][cH:4][c:5]2[cH:6][cH:7][c:8]([CH2:12][O:13][c:14]3[cH:15][c:16]([CH:17]=[O:18])[cH:19][cH:20][cH:21]3)[n:9][c:10]2[cH:11]1>>[Cl:1][c:2]1[cH:3][cH:4][c:5]2[cH:6][cH:7][c:8]([CH2:12][O:13][c:14]3[cH:15][c:16]([C:17](=[O:18])[CH3:25])[cH:19][cH:20][cH:21]3)[n:9][c:10]2[cH:11]1. Starting materials: NC1=C(C(=O)OC)C=CC=C1 (Methyl 2-amino-benzoate), C1(CC1)C(N)=NO (cyclopropylcarboxamid oxime). Solvent: C(C)O (ethanol). Yields the product NC1=C(C=CC=C1)C1=NC(=NO1)C1CC1 (5-(2-Aminophenyl)-3-cyclopropyl-1,2,4-oxadiazole). As a reaction SMILES: [NH2:1][C:2]1[CH:11]=[CH:10][CH:9]=[CH:8][C:3]=1[C:4]([O:6]C)=O.[CH:12]1([C:15](=[N:17]O)[NH2:16])[CH2:14][CH2:13]1>C(O)C>[NH2:1][C:2]1[CH:11]=[CH:10][CH:9]=[CH:8][C:3]=1[C:4]1[O:6][N:17]=[C:15]([CH:12]2[CH2:14][CH2:13]2)[N:16]=1. Procedure details: Methyl 2-amino-benzoate (6 g, 40 mmol) and cyclopropylcarboxamid oxime (5 g, 50 mmol) was refluxed for 10 h in dry ethanol containing 0.25 g sodium and 2 g molecular sieves. The mixture was filtered while hot, and cooled precipitating 2.8 g of the desired product as white needles. Upon additionof water to the flitrate, a further amount of 3.2 g white crystals could beisolated. M.p. 84.4°-84.9° C. The reactants are Cc1cc(COc2ccc([N+](=O)[O-])cc2)no1, CO, ClCCl, [K+], [K+], O=C([O-])[O-]. As a reaction SMILES: [CH3:1][c:2]1[cH:3][c:4]([CH2:7][O:8][c:9]2[cH:10][cH:11][c:12]([N+:15]([O-:16])=[O:17])[cH:13][cH:14]2)[n:5][o:6]1.[CH3:24][OH:25].[Cl:26][CH2:27][Cl:28].[K+:18].[K+:19].[O-:20][C:21]([O-:22])=[O:23]>>[CH3:1][c:2]1[cH:3][c:4]([CH2:7][O:8][c:9]2[cH:10][cH:11][c:12]([NH2:15])[cH:13][cH:14]2)[n:5][o:6]1. Product: Cc1cc(COc2ccc(N)cc2)no1.